This data is from the Open Reaction Database (ORD), a public repository of structured organic reaction records. The task is: describe an organic reaction: reactants, conditions, products, and yield The reagents and catalysts are [Cu](I)I (copper iodide). Reported procedure: To a suspension of copper iodide (10.49 g, 57.3 mmol) in dry tetrahydrofuran (50 ml) and diethyl ether (50 ml), cooled in an ice bath, methyl lithium (60 ml of a 1.84 molar solution, 0.11 mol) was added under a nitrogen atmosphere. After 10 minutes, a solution of 14-methoxycodeinone (14) (15.0 g, 45.8 mmol) in tetrahydrofuran (300 ml) was added and the mixture was stirred for another 3 hours. At the end of this period, a saturated solution of ammonium chloride (200 ml) was added slowly. This was... As a reaction SMILES: [CH3:1][Li].[CH3:3][O:4][C:5]1[CH:6]=[CH:7][C:8]2[CH2:9][C@H:10]3[N:22]([CH3:23])[CH2:21][CH2:20][C@:16]45[C:17]=2[C:18]=1[O:19][CH:15]4[C:14](=[O:24])[CH:13]=[CH:12][C@@:11]35[O:25][CH3:26].[Cl-].[NH4+].[OH-].[Na+]>O1CCCC1.C(OCC)C.[Cu](I)I>[CH3:3][O:4][C:5]1[CH:6]=[CH:7][C:8]2[CH2:9][C@H:10]3[N:22]([CH3:23])[CH2:21][CH2:20][C@:16]45[C:17]=2[C:18]=1[O:19][CH:15]4[C:14](=[O:24])[CH2:13][C@@H:12]([CH3:1])[C@@:11]35[O:25][CH3:26] |f:2.3,4.5|. Run in O1CCCC1 (tetrahydrofuran), O1CCCC1 (tetrahydrofuran), C(C)OCC (diethyl ether). The product is COC=1C=CC=2C[C@@H]3[C@@]4([C@@H](CC(C5[C@@]4(C2C1O5)CCN3C)=O)C)OC (3,14-Dimethoxy-8α,17-dimethyl-4,5-epoxymorphinan-6-one). Conditions: time 10 minute. The reactants are [Cl-].[NH4+] (ammonium chloride), C[Li] (methyl lithium), solution, COC=1C=CC=2C[C@@H]3[C@@]4(C=CC(C5[C@@]4(C2C1O5)CCN3C)=O)OC (7,8-Didehydro-3,14-dimethoxy-4,5-epoxy-17-methylmorphinan-6-one), [OH-].[Na+] (NaOH). Starting materials: COC(=O)CCCCCCCCCCNC(=O)OCc1ccccc1, C1CCOC1, CNOC, Cl. Yields the product CON(C)C(=O)CCCCCCCCCCNC(=O)OCc1ccccc1. As a reaction SMILES: [CH2:1]([c:2]1[cH:3][cH:4][cH:5][cH:6][cH:7]1)[O:8][C:9](=[O:10])[NH:11][CH2:12][CH2:13][CH2:14][CH2:15][CH2:16][CH2:17][CH2:18][CH2:19][CH2:20][CH2:21][C:22]([O:24][CH3:23])=[O:25].[CH2:31]1[O:32][CH2:33][CH2:34][CH2:35]1.[CH3:27][NH:28][O:29][CH3:30].[ClH:26]>>[CH2:1]([c:2]1[cH:3][cH:4][cH:5][cH:6][cH:7]1)[O:8][C:9](=[O:10])[NH:11][CH2:12][CH2:13][CH2:14][CH2:15][CH2:16][CH2:17][CH2:18][CH2:19][CH2:20][CH2:21][C:22](=[O:24])[N:28]([CH3:27])[O:29][CH3:30]. The reactants are solution, C(C1=CC=CC=C1)(=O)N[C@H]1[C@@H]2N(C(=C(CS2)CI)C(=O)OC)C1=O (methyl 7β-benzoylamino-3-iodomethyl-3-cephem-4carboxylate), C(Cl)Cl (Methylene chloride), O (Water). The solvent is C1CCOC1 (THF), C1CCOC1 (THF). Reaction conditions: time 0.2 hour. Product: C(C1=CC=CC=C1)(=O)N[C@H]1[C@@H]2N(C(C(CS2)=C)C(=O)OC)C1=O (Methyl 7β-benzoylamino-3-methylenecepham-4carboxylate). Isolated yield 65.0%. Reaction SMILES: [C:1]([NH:9][C@@H:10]1[C:23](=[O:24])[N:12]2[C:13]([C:19]([O:21][CH3:22])=[O:20])=[C:14]([CH2:17]I)[CH2:15][S:16][C@H:11]12)(=[O:8])[C:2]1[CH:7]=[CH:6][CH:5]=[CH:4][CH:3]=1.O.C(Cl)Cl>C1COCC1>[C:1]([NH:9][C@@H:10]1[C:23](=[O:24])[N:12]2[CH:13]([C:19]([O:21][CH3:22])=[O:20])[C:14](=[CH2:17])[CH2:15][S:16][C@H:11]12)(=[O:8])[C:2]1[CH:7]=[CH:6][CH:5]=[CH:4][CH:3]=1. Procedure: To 48 ml of a solution of SmI2 in THF (0.1M) a solution of 1 g of methyl 7β-benzoylamino-3-iodomethyl-3-cephem-4carboxylate in 100 ml of dry THF, was added by dropping at -78° C. The resulting mixture was allowed to warm to room temperature in 0.5 hours. Water was added, and the mixture stirred for further 0.2 hours at room temperature. Methylene chloride was added, and the organic phase was separated, washed with brine, dried, and evaporated in vacuo. After column chromatography the title produ... Starting materials: NC1CC2=C(C=3C=NNC3C(=C2)Cl)CN2C1=NC=C2C(C)(C)O (2-[7-amino-4-chloro-3,6,7,12-tetrahydroimidazo[1′,2′:1,7]azepino[3,4-e]indazol-10-yl]propan-2-ol), O=C1C2(C=3C(=NC=CC3)N1)CC1=CC=C(C=C1C2)C(=O)O ((±)-2′-oxo-1,1′,2′,3-tetrahydrospiro[indene-2,3′-pyrrolo[2,3-b]pyridine]-5-carboxylic acid), C=1C=CC2=C(C1)N=NN2O (HOBT), C(CCl)Cl (EDC). The solvent is CN(C)C=O (DMF). Yields the product ClC1=CC2=C(C=3C=NNC13)CN1C([C@@H](C2)NC(=O)C=2C=C3CC4(C(NC5=NC=CC=C54)=O)CC3=CC2)=NC=C1C(C)(C)O (N-[(7R)-4-chloro-10-(1-hydroxy-1-methylethyl)-3,6,7,12-tetrahydroimidazo[1′,2′:1,7]azepino[3,4-e]indazol-7-yl]-2′-oxo-1,1′,2′,3-tetrahydrospiro[indene-2,3′-pyrrolo[2,3-b]pyridine]-5-carboxamide). As a reaction SMILES: [NH2:1][CH:2]1[C:16]2=[N:17][CH:18]=[C:19]([C:20]([OH:23])([CH3:22])[CH3:21])[N:15]2[CH2:14][C:5]2[C:6]3[CH:7]=[N:8][NH:9][C:10]=3[C:11]([Cl:13])=[CH:12][C:4]=2[CH2:3]1.[O:24]=[C:25]1[NH:33][C:28]2=[N:29][CH:30]=[CH:31][CH:32]=[C:27]2[C:26]21[CH2:41][C:40]1[C:35](=[CH:36][CH:37]=[C:38]([C:42](O)=[O:43])[CH:39]=1)[CH2:34]2.C1C=CC2N(O)N=NC=2C=1.C(Cl)CCl>CN(C=O)C>[Cl:13][C:11]1[C:10]2[NH:9][N:8]=[CH:7][C:6]=2[C:5]2[CH2:14][N:15]3[C:19]([C:20]([OH:23])([CH3:21])[CH3:22])=[CH:18][N:17]=[C:16]3[C@H:2]([NH:1][C:42]([C:38]3[CH:39]=[C:40]4[C:35](=[CH:36][CH:37]=3)[CH2:34][C:26]3([C:27]5[C:28](=[N:29][CH:30]=[CH:31][CH:32]=5)[NH:33][C:25]3=[O:24])[CH2:41]4)=[O:43])[CH2:3][C:4]=2[CH:12]=1. Reported procedure: A solution of 2-[7-amino-4-chloro-3,6,7,12-tetrahydroimidazo[1′,2′:1,7]azepino[3,4-e]indazol-10-yl]propan-2-ol (100 mg, 0.3 mmole) and (±)-2′-oxo-1,1′,2′,3-tetrahydrospiro[indene-2,3′-pyrrolo[2,3-b]pyridine]-5-carboxylic acid (78 mg, 0.28 mmol) [Bell et al. WO 2006/031606], HOBT (43 mg, 0.28 mmol), and EDC (54 mg, 0.28 mmol) in DMF (2 mL) was stirred at ambient temperature for 1 h. The reaction mixture was purified directly by HPLC using a reversed phase C18 column and eluting with a gradient of... Starting materials: Example 3-1 1, ClC1=CC(=NC2=CC=C(C=C12)C)N1CCS(C2=C(C1)C=CC=C2)(=O)=O (4-(4-chloro-6-methylquinolin-2-yl)-2,3,4,5-tetrahydro-1,4-benzothiazepine 1,1-dioxide), N1C=CN=CC=C1 (1,4-diazepine). The product is N1(CCNCCC1)C1=CC(=NC2=CC=C(C=C12)C)N1CCS(C2=C(C1)C=CC=C2)(=O)=O (4-[4-(1,4-Diazepan-1-yl)-6-methylquinolin-2-yl]-2,3,4,5-tetrahydro-1,4-benzothiazepine 1,1-dioxide). RXN SMILES: Cl[C:2]1[C:11]2[C:6](=[CH:7][CH:8]=[C:9]([CH3:12])[CH:10]=2)[N:5]=[C:4]([N:13]2[CH2:19][C:18]3[CH:20]=[CH:21][CH:22]=[CH:23][C:17]=3[S:16](=[O:25])(=[O:24])[CH2:15][CH2:14]2)[CH:3]=1.[NH:26]1[CH:32]=[CH:31][CH:30]=[N:29][CH:28]=[CH:27]1>>[N:26]1([C:2]2[C:11]3[C:6](=[CH:7][CH:8]=[C:9]([CH3:12])[CH:10]=3)[N:5]=[C:4]([N:13]3[CH2:19][C:18]4[CH:20]=[CH:21][CH:22]=[CH:23][C:17]=4[S:16](=[O:25])(=[O:24])[CH2:15][CH2:14]3)[CH:3]=2)[CH2:32][CH2:31][CH2:30][NH:29][CH2:28][CH2:27]1. Reported procedure: The title compound was prepared in analogy to Example 3-1 1 in Scheme 5 by using 4-(4-chloro-6-methylquinolin-2-yl)-2,3,4,5-tetrahydro-1,4-benzothiazepine 1,1-dioxide (prepared in analogy to the one in Example 2-1) and 1,4-diazepine. MS obsd. (ESI+) [(M+H)+] 437, 1H NMR (400 MHz, CD3OD) δ ppm 7.99 (d, J=7.2 Hz, 1 H), 7.86 (d, J=7.2 Hz, 1 H), 7.81 (d, J=8.8 Hz, 1 H), 7.72-7.68 (m, 2 H), 7.58-7.51 (m, 2 H), 6.31 (s, 1 H), 5.32 (s, 2 H), 4.54 (s, 2 H), 4.06-4.04 (m, 2 H), 3.90-3.87 (m, 2 H), 3.72 (... The reactants are C1(=CC=CC=C1)C1=NC(=NC(=N1)C1=CC=CC=C1)C1=C(C=C(C=C1)OC1C(CCCC1)O)O (2,4-diphenyl-6-(2'-hydroxy-4'-(2"- hydroxycyclohexyloxy)phenyl)-1,3,5-triazine), C(CCCCCCCCCCC)(=O)Cl (dodecanoyl chloride), N1=CC=CC=C1 (pyridine). Run in C1(=CC=CC=C1)C (toluene). Reaction conditions: time 20 hour. Yields the product C1(=CC=CC=C1)C1=NC(=NC(=N1)C1=CC=CC=C1)C1=C(C=C(C=C1)OC1C(CCCC1)OC(CCCCCCCCCCC)=O)O (2,4-Diphenyl-6-(2'-hydroxy-4'-(2"-dodecanoyloxycyclohexyloxy)phenyl)-1,3,5-triazine). RXN SMILES: [C:1]1([C:7]2[N:12]=[C:11]([C:13]3[CH:18]=[CH:17][CH:16]=[CH:15][CH:14]=3)[N:10]=[C:9]([C:19]3[CH:24]=[CH:23][C:22]([O:25][CH:26]4[CH2:31][CH2:30][CH2:29][CH2:28][CH:27]4[OH:32])=[CH:21][C:20]=3[OH:33])[N:8]=2)[CH:6]=[CH:5][CH:4]=[CH:3][CH:2]=1.[C:34](Cl)(=[O:46])[CH2:35][CH2:36][CH2:37][CH2:38][CH2:39][CH2:40][CH2:41][CH2:42][CH2:43][CH2:44][CH3:45].N1C=CC=CC=1>C1(C)C=CC=CC=1>[C:13]1([C:11]2[N:12]=[C:7]([C:1]3[CH:6]=[CH:5][CH:4]=[CH:3][CH:2]=3)[N:8]=[C:9]([C:19]3[CH:24]=[CH:23][C:22]([O:25][CH:26]4[CH2:31][CH2:30][CH2:29][CH2:28][CH:27]4[O:32][C:34](=[O:46])[CH2:35][CH2:36][CH2:37][CH2:38][CH2:39][CH2:40][CH2:41][CH2:42][CH2:43][CH2:44][CH3:45])=[CH:21][C:20]=3[OH:33])[N:10]=2)[CH:14]=[CH:15][CH:16]=[CH:17][CH:18]=1. Procedure details: A mixture of 5.0 g (11.3 mmol) of 2,4-diphenyl-6-(2'-hydroxy-4'-(2"- hydroxycyclohexyloxy)phenyl)-1,3,5-triazine, 5.7 g (26 mmol) of dodecanoyl chloride (Fluka, 98%) and 0.1 g (1.3 mmol) of pyridine in 60 ml of toluene is stirred under nitrogen and kept at 50° C. for 20 h. Reactants: Br, CC(=O)O, COc1cc(Cl)cc(C(=O)O)c1O. Yields the product O=C(O)c1cc(Cl)cc(O)c1O. Reaction SMILES: [BrH:14].[CH3:15][C:16](=[O:17])[OH:18].[Cl:1][c:2]1[cH:3][c:4]([O:12][CH3:13])[c:5]([OH:11])[c:6]([C:7](=[O:8])[OH:9])[cH:10]1>>[Cl:1][c:2]1[cH:3][c:4]([OH:12])[c:5]([OH:11])[c:6]([C:7](=[O:8])[OH:9])[cH:10]1. The reactants are NC1C2=C(C3=C(N(C1=O)C)C=CC=C3)C=CC=C2 (7-amino-5-methyl-5H,7H-dibenzo[b,d]azepin-6-one), CC(C(=O)O)C(=O)NCC1=CC=C(C=C1)C (2-methyl-N-(4-methyl-benzyl)-malonamic acid). The product is CC(C(=O)NCC1=CC=C(C=C1)C)C(=O)NC1C2=C(C3=C(N(C1=O)C)C=CC=C3)C=CC=C2 (2-Methyl-N-(4-methyl-benzyl)-N′-(5-methyl-6-oxo-6,7-dihydro-5H-dibenzo[b,d]azepin-7-yl)-malonamide). As a reaction SMILES: [NH2:1][CH:2]1[C:8](=[O:9])[N:7]([CH3:10])[C:6]2[CH:11]=[CH:12][CH:13]=[CH:14][C:5]=2[C:4]2[CH:15]=[CH:16][CH:17]=[CH:18][C:3]1=2.[CH3:19][CH:20]([C:24]([NH:26][CH2:27][C:28]1[CH:33]=[CH:32][C:31]([CH3:34])=[CH:30][CH:29]=1)=[O:25])[C:21](O)=[O:22]>>[CH3:19][CH:20]([C:21]([NH:1][CH:2]1[C:8](=[O:9])[N:7]([CH3:10])[C:6]2[CH:11]=[CH:12][CH:13]=[CH:14][C:5]=2[C:4]2[CH:15]=[CH:16][CH:17]=[CH:18][C:3]1=2)=[O:22])[C:24]([NH:26][CH2:27][C:28]1[CH:29]=[CH:30][C:31]([CH3:34])=[CH:32][CH:33]=1)=[O:25]. Procedure: The title compound, MS: m/e=441.2 (M+H+), was prepared in analogy to example 16 from 7-amino-5-methyl-5H,7H-dibenzo[b,d]azepin-6-one and 2-methyl-N-(4-methyl-benzyl)-malonamic acid.